This data is from the Open Reaction Database (ORD), a public repository of structured organic reaction records. The task is: describe an organic reaction: reactants, conditions, products, and yield Product: CCOC(=O)C1CCc2cc(OC)ccc2C1=O. Starting materials: CCOC(=O)OCC, COc1ccc2c(c1)CCCC2=O, CC(=O)O, Cl, [H-], [Na+], C1CCOC1. Reaction SMILES: [C:14]([O:15][CH2:16][CH3:17])([O:18][CH2:20][CH3:21])=[O:19].[CH3:1][O:2][c:3]1[cH:4][c:5]2[c:10]([cH:11][cH:12]1)[C:9](=[O:13])[CH2:8][CH2:7][CH2:6]2.[CH3:30][C:31](=[O:32])[OH:33].[ClH:24].[H-:22].[Na+:23].[O:25]1[CH2:26][CH2:27][CH2:28][CH2:29]1>>[CH3:1][O:2][c:3]1[cH:4][c:5]2[c:10]([cH:11][cH:12]1)[C:9](=[O:13])[CH:8]([C:14]([O:15][CH2:16][CH3:17])=[O:18])[CH2:7][CH2:6]2. The reactants are C(CCC)OC(=O)C=1C2=CC=C(N2)C(=C2C=CC(C(=C3C=CC(=C(C=4C=CC1N4)C(=O)OCCCC)N3)C(=O)OCCCC)=N2)C(=O)OCCCC (5,10,15,20-Tetrakis(n-butoxycarbonyl)porphyrin), MnCl2. Solvent: CN(C)C=O (DMF). Reaction conditions: temperature 145 celsius, time 2 hour. The product is porphyrins, C12=CC=C(N1)C=C1C=CC(=N1)C=C1C=CC(N1)=CC=1C=CC(N1)=C2 (porphyrin). The yield is 6.4%. RXN SMILES: C(OC([C:8]1[C:9]2[NH:13][C:12]([C:14](C(OCCCC)=O)=[C:15]3[N:45]=[C:18]([C:19](C(OCCCC)=O)=[C:20]4[NH:37][C:23](=[C:24](C(OCCCC)=O)[C:25]5[CH:26]=[CH:27][C:28]=1[N:29]=5)[CH:22]=[CH:21]4)[CH:17]=[CH:16]3)=[CH:11][CH:10]=2)=O)CCC>CN(C=O)C>[C:9]12[CH:8]=[C:28]3[N:29]=[C:25]([CH:26]=[CH:27]3)[CH:24]=[C:23]3[NH:37][C:20]([CH:21]=[CH:22]3)=[CH:19][C:18]3=[N:45][C:15]([CH:16]=[CH:17]3)=[CH:14][C:12]([NH:13]1)=[CH:11][CH:10]=2. Procedure: A solution of porphyrin 40 (355 mg, 0.50 mmol) and MnCl2 (318 mg, 2.53 mmol) in anhydrous DMF (50 mL) was magnetically stirred and heated to 145° C. for 1 h then exposed to a stream of air for 2 h. The reaction mixture was cooled to room temperature overnight under a stream of air. Evaporation of DMF provided a crude solid mixture which was adsorbed onto silica gel (2 g). Purification by column chromatography (gradient elution with 0-5% MeOH/CH2Cl2) provided porphyrins 41 (170 mg) and 42 (10 mg)... Reactants: O (water), OC1=C(C=C(C=O)C=C1)OC (4-hydroxy-3-methoxybenzaldehyde), C(=O)([O-])[O-].[Cs+].[Cs+] (Cs2CO3), ClC(C(=O)OC)(F)F (methyl 2-chloro-2,2-difluoroacetate). Run in CN(C)C=O (DMF). Run at temperature 90 celsius, time 1 hour. Yields the product FC(OC1=C(C=C(C=O)C=C1)OC)F (4-Difluoromethoxy-3-methoxy-benzaldehyde). Reaction SMILES: [OH:1][C:2]1[CH:9]=[CH:8][C:5]([CH:6]=[O:7])=[CH:4][C:3]=1[O:10][CH3:11].C([O-])([O-])=O.[Cs+].[Cs+].Cl[C:19]([F:25])([F:24])C(OC)=O.O>CN(C=O)C>[F:24][CH:19]([F:25])[O:1][C:2]1[CH:9]=[CH:8][C:5]([CH:6]=[O:7])=[CH:4][C:3]=1[O:10][CH3:11] |f:1.2.3|. Procedure details: A mixture of 4-hydroxy-3-methoxybenzaldehyde (6 g), Cs2CO3 (25.7 g) and methyl 2-chloro-2,2-difluoroacetate (5 ml) in DMF (50 ml) was stirred at 90° C. for 1 h. At room temperature, the reaction mixture was poured into water and extracted with ethyl acetate. The organic layer was washed twice with water, brine, dried (MgSO4), filtered and concentrated in vacuo. The residue was purified by chromatography on silica gel in heptane/ethyl acetate [1:1 (v/v)] as eluent. Reactants: CS(C)=O, COc1ccc(-c2ccc(C(=O)O)s2)cn1. Yields the product O=C(O)c1ccc(-c2ccc(=O)[nH]c2)s1. RXN SMILES: [CH3:17][S:18]([CH3:19])=[O:20].[CH3:1][O:2][c:3]1[cH:4][cH:5][c:6](-[c:9]2[cH:10][cH:11][c:12]([C:14](=[O:15])[OH:16])[s:13]2)[cH:7][n:8]1>>[O:2]=[c:3]1[cH:4][cH:5][c:6](-[c:9]2[cH:10][cH:11][c:12]([C:14](=[O:15])[OH:16])[s:13]2)[cH:7][nH:8]1. The reactants are C(C)OC(=O)C1=C(N(C2=CC=C(C=C12)O)C1=CC=C(C=C1)OC(F)(F)F)CC(=O)OCC (2-Ethoxycarbonylmethyl-5-hydroxy-1-(4-trifluoromethoxyphenyl)indole-3-carboxylic acid ethyl ester), ClC=1C=C(C=CC1)B(O)O (3-chlorophenylboronic acid). Product: C(C)OC(=O)C1=C(N(C2=CC=C(C=C12)OC1=CC(=CC=C1)Cl)C1=CC=C(C=C1)OC(F)(F)F)CC(=O)OCC (5-(3-Chlorophenoxy)-2-ethoxycarbonylmethyl-1-(4-trifluoromethoxyphenyl)indole-3-carboxylic acid ethyl ester). RXN SMILES: [CH2:1]([O:3][C:4]([C:6]1[C:14]2[C:9](=[CH:10][CH:11]=[C:12]([OH:15])[CH:13]=2)[N:8]([C:16]2[CH:21]=[CH:20][C:19]([O:22][C:23]([F:26])([F:25])[F:24])=[CH:18][CH:17]=2)[C:7]=1[CH2:27][C:28]([O:30][CH2:31][CH3:32])=[O:29])=[O:5])[CH3:2].[Cl:33][C:34]1[CH:35]=[C:36](B(O)O)[CH:37]=[CH:38][CH:39]=1>>[CH2:1]([O:3][C:4]([C:6]1[C:14]2[C:9](=[CH:10][CH:11]=[C:12]([O:15][C:38]3[CH:37]=[CH:36][CH:35]=[C:34]([Cl:33])[CH:39]=3)[CH:13]=2)[N:8]([C:16]2[CH:17]=[CH:18][C:19]([O:22][C:23]([F:26])([F:24])[F:25])=[CH:20][CH:21]=2)[C:7]=1[CH2:27][C:28]([O:30][CH2:31][CH3:32])=[O:29])=[O:5])[CH3:2]. Procedure details: The sub-title compound was prepared in accordance with step (c) Example 1 from 2-ethoxycarbonylmethyl-5-hydroxy-1-(4-trifluoromethoxyphenyl)indole-3-carboxylic acid ethyl ester (150 mg, 0.34 mmol, see step (b) Example 9) and 3-chlorophenylboronic acid (10 mg, 0.68 mmol). Yield 180 mg (95%). Reactants: CC(C)(C)OC(=O)N(CC(=O)O)c1ccccc1, NC(C(=O)N1CCN(CCCCCCCCCCOC2CCCCO2)CC1)c1ccccc1, C(CCCCCN1CCNCC1)CCCCOC1CCCCO1. Product: NC(CN1CCN(CCCCCCCCCCOC2CCCCO2)CC1)c1ccccc1. RXN SMILES: [C:1]([O:2][C:3]([N:4]([c:5]1[cH:6][cH:7][cH:8][cH:9][cH:10]1)[CH2:11][C:12]([OH:13])=[O:14])=[O:15])([CH3:16])([CH3:17])[CH3:18].[NH2:42][CH:43]([C:44](=[O:45])[N:46]1[CH2:47][CH2:48][N:49]([CH2:52][CH2:53][CH2:54][CH2:55][CH2:56][CH2:57][CH2:58][CH2:59][CH2:60][CH2:61][O:62][CH:63]2[O:64][CH2:65][CH2:66][CH2:67][CH2:68]2)[CH2:50][CH2:51]1)[c:69]1[cH:70][cH:71][cH:72][cH:73][cH:74]1.[O:19]1[CH2:20][CH2:21][CH2:22][CH2:23][CH:24]1[O:25][CH2:26][CH2:27][CH2:28][CH2:29][CH2:30][CH2:31][CH2:32][CH2:33][CH2:34][CH2:35][N:36]1[CH2:37][CH2:38][NH:39][CH2:40][CH2:41]1>>[NH2:42][CH:43]([CH2:44][N:46]1[CH2:47][CH2:48][N:49]([CH2:52][CH2:53][CH2:54][CH2:55][CH2:56][CH2:57][CH2:58][CH2:59][CH2:60][CH2:61][O:62][CH:63]2[O:64][CH2:65][CH2:66][CH2:67][CH2:68]2)[CH2:50][CH2:51]1)[c:69]1[cH:70][cH:71][cH:72][cH:73][cH:74]1.